Dataset: the Open Reaction Database (ORD), a public repository of structured organic reaction records. Task: describe an organic reaction: reactants, conditions, products, and yield Starting materials: CCCCc1nnc(Cl)cc1-c1ccc(OCc2ccccc2)cc1, C1CCOC1, [H-], OCCCN1CCCCC1, [Na+], O. Product: CCCCc1nnc(OCCCN2CCCCC2)cc1-c1ccc(OCc2ccccc2)cc1. Reaction SMILES: [CH2:13]([c:14]1[cH:15][cH:16][cH:17][cH:18][cH:19]1)[O:20][c:21]1[cH:22][cH:23][c:24](-[c:27]2[c:28]([CH2:34][CH2:35][CH2:36][CH3:37])[n:29][n:30][c:31]([Cl:33])[cH:32]2)[cH:25][cH:26]1.[CH2:39]1[O:40][CH2:41][CH2:42][CH2:43]1.[H-:12].[N:1]1([CH2:7][CH2:8][CH2:9][OH:10])[CH2:2][CH2:3][CH2:4][CH2:5][CH2:6]1.[Na+:11].[OH2:38]>>[N:1]1([CH2:7][CH2:8][CH2:9][O:10][c:31]2[n:30][n:29][c:28]([CH2:34][CH2:35][CH2:36][CH3:37])[c:27](-[c:24]3[cH:23][cH:22][c:21]([O:20][CH2:13][c:14]4[cH:15][cH:16][cH:17][cH:18][cH:19]4)[cH:26][cH:25]3)[cH:32]2)[CH2:2][CH2:3][CH2:4][CH2:5][CH2:6]1. Starting materials: FC=1C=C(C=CC1OC1=NC=NN2C1=CC=C2)N (3-fluoro-4-(pyrrolo[2,1-f][1,2,4]triazin-4-yloxy)benzenamine), FC1=CC=C(C=C1)CC(=O)NC(SC)=N (1-(2-(4-fluorophenyl)acetyl)-2-methylisothiourea), FC1=CC=C(C=C1)CC(=O)NC(SC)=N (1-(2-(4-fluorophenyl)-acetyl)-2-methylisothiourea), C(C)(C)N(CC)C(C)C (diisopropylethylamine), C(C)(C)N(CC)C(C)C (diisopropylethylamine). Run in C1(=CC=CC=C1)C (toluene). Conditions: temperature 110 celsius, time 6 hour. Yields the product FC=1C=C(C=CC1OC1=NC=NN2C1=CC=C2)NC(=N)NC(CC2=CC=C(C=C2)F)=O (1-(3-Fluoro-4-(pyrrolo[2,1-f][1,2,4]triazin-4-yloxy)phenyl)-3-(2-(4-fluorophenyl)acetyl)guanidine). As a reaction SMILES: [F:1][C:2]1[CH:3]=[C:4]([NH2:18])[CH:5]=[CH:6][C:7]=1[O:8][C:9]1[C:14]2=[CH:15][CH:16]=[CH:17][N:13]2[N:12]=[CH:11][N:10]=1.[F:19][C:20]1[CH:25]=[CH:24][C:23]([CH2:26][C:27]([NH:29][C:30](=[NH:33])SC)=[O:28])=[CH:22][CH:21]=1.C(N(C(C)C)CC)(C)C>C1(C)C=CC=CC=1>[F:1][C:2]1[CH:3]=[C:4]([NH:18][C:30]([NH:29][C:27](=[O:28])[CH2:26][C:23]2[CH:24]=[CH:25][C:20]([F:19])=[CH:21][CH:22]=2)=[NH:33])[CH:5]=[CH:6][C:7]=1[O:8][C:9]1[C:14]2=[CH:15][CH:16]=[CH:17][N:13]2[N:12]=[CH:11][N:10]=1. Procedure details: To a test tube containing 3-fluoro-4-(pyrrolo[2,1-f][1,2,4]triazin-4-yloxy)benzenamine (20 mg, 0.082 mmol) and 1-(2-(4-fluorophenyl)acetyl)-2-methylisothiourea (20 mg, 0.086 mmol) was added 0.3 mL of toluene followed by diisopropylethylamine (15 μL, 0.086 mmol). The reaction was stirred at 110° C. for 6 h. Additional portions of 1-(2-(4-fluorophenyl)-acetyl)-2-methylisothiourea (20 mg, 0.086 mmol) and diisopropylethylamine (15 μL, 0.086 mmol) were added. After stirring at 110° C. overnight, the ... Starting materials: COC(CCC1CC(C=C(C1)C)=O)(C)C (3-(3-methoxy-3-methylbut-1-yl)-5-methylcyclohex-5-en-1-one), [H-].[Al+3].[Li+].[H-].[H-].[H-] (lithium aluminum hydride), [OH-].[Na+] (sodium hydroxide). Solvent: O1CCCC1 (tetrahydrofuran), O1CCCC1 (tetrahydrofuran). Run at temperature 0 celsius, time 16 hour. Product: COC(CCC1CC(C=C(C1)C)O)(C)C (3-(3-methoxy-3-methylbut-1-yl)-5-methylcyclohex-5-en-1-ol). Reaction SMILES: [H-].[Al+3].[Li+].[H-].[H-].[H-].[CH3:7][O:8][C:9]([CH3:21])([CH3:20])[CH2:10][CH2:11][CH:12]1[CH2:17][C:16]([CH3:18])=[CH:15][C:14](=[O:19])[CH2:13]1.[OH-].[Na+]>O1CCCC1>[CH3:7][O:8][C:9]([CH3:21])([CH3:20])[CH2:10][CH2:11][CH:12]1[CH2:17][C:16]([CH3:18])=[CH:15][CH:14]([OH:19])[CH2:13]1 |f:0.1.2.3.4.5,7.8|. Reported procedure: To a suspension of lithium aluminum hydride (0.1 g, 0.0024 mol) in tetrahydrofuran (5 mL) cooled to 0° C. was added 3-(3-methoxy-3-methylbut-1-yl)-5-methylcyclohex-5-en-1-one (1.0 g, 0.0048 mol) in tetrahydrofuran (5 mL). The mixture warmed on standing 16 hours and was treated with 10% sodium hydroxide solution. Subsequent workup yielded 3-(3-methoxy-3-methylbut-1-yl)-5-methylcyclohex-5-en-1-ol as a mixture of two diastereoisomers (ratio: 6.5:93.5, 0.853 g). This material was determined to posse... Starting materials: C[Si](C)(C)[N-][Si](C)(C)C, COc1ccc(CNc2ncns2)c(OC)c1, O=S(=O)(Cl)c1cc(Cl)c(F)cc1F, [Li+], C1CCOC1. Product: COc1ccc(CN(c2ncns2)S(=O)(=O)c2cc(Cl)c(F)cc2F)c(OC)c1. RXN SMILES: [CH3:18][Si:19]([CH3:20])([CH3:21])[N-:22][Si:23]([CH3:24])([CH3:25])[CH3:26].[CH3:1][O:2][c:3]1[c:4]([CH2:5][NH:6][c:7]2[n:8][cH:9][n:10][s:11]2)[cH:12][cH:13][c:14]([O:16][CH3:17])[cH:15]1.[Cl:28][c:29]1[c:30]([F:40])[cH:31][c:32]([F:39])[c:33]([S:35](=[O:36])(=[O:37])[Cl:38])[cH:34]1.[Li+:27].[O:41]1[CH2:42][CH2:43][CH2:44][CH2:45]1>>[CH3:1][O:2][c:3]1[c:4]([CH2:5][N:6]([c:7]2[n:8][cH:9][n:10][s:11]2)[S:35]([c:33]2[c:32]([F:39])[cH:31][c:30]([F:40])[c:29]([Cl:28])[cH:34]2)(=[O:36])=[O:37])[cH:12][cH:13][c:14]([O:16][CH3:17])[cH:15]1. Reactants: CC#N, COc1cc(C(C)=O)ccc1OCCCl, [K+], [K+], c1ccc2c(N3CCNCC3)nsc2c1, O=C([O-])[O-]. Yields the product COc1cc(C(C)=O)ccc1OCCN1CCN(c2nsc3ccccc23)CC1. Reaction SMILES: [CH3:37][C:38]#[N:39].[Cl:16][CH2:17][CH2:18][O:19][c:20]1[c:21]([O:29][CH3:30])[cH:22][c:23]([C:26]([CH3:27])=[O:28])[cH:24][cH:25]1.[K+:31].[K+:32].[N:1]1([c:7]2[n:8][s:9][c:10]3[c:11]2[cH:12][cH:13][cH:14][cH:15]3)[CH2:2][CH2:3][NH:4][CH2:5][CH2:6]1.[O-:33][C:34]([O-:35])=[O:36]>>[N:1]1([c:7]2[n:8][s:9][c:10]3[c:11]2[cH:12][cH:13][cH:14][cH:15]3)[CH2:2][CH2:3][N:4]([CH2:17][CH2:18][O:19][c:20]2[c:21]([O:29][CH3:30])[cH:22][c:23]([C:26]([CH3:27])=[O:28])[cH:24][cH:25]2)[CH2:5][CH2:6]1. Starting materials: COC(=O)C=1CN(CCC1OS(=O)(=O)C(F)(F)F)C(=O)OC(C)(C)C (4-trifluoromethanesulfonyloxy-5,6-dihydro-2H-pyridine-1,3-dicarboxylic acid 1-tert-butyl ester 3-methyl ester), BrC=1C=CC(=NC1)N1C[C@H](CC1)OC1=C(C=C(C=C1Cl)C)Cl ((S)-5-bromo-2-[3-(2,6-dichloro-4-methyl-phenoxy)-pyrrolidin-1-yl]-pyridine), [Li]CCCC (BuLi), [NH4+].[Cl-] (NH4Cl). Reagents/catalysts: C=1C=CC(=CC1)[P](C=2C=CC=CC2)(C=3C=CC=CC3)[Pd]([P](C=4C=CC=CC4)(C=5C=CC=CC5)C=6C=CC=CC6)([P](C=7C=CC=CC7)(C=8C=CC=CC8)C=9C=CC=CC9)[P](C=1C=CC=CC1)(C=1C=CC=CC1)C=1C=CC=CC1 (Pd(PPh3)4), [Cl-].[Cl-].[Zn+2] (ZnCl2). Solvent: C1CCOC1 (THF), C1CCOC1 (THF). Conditions: temperature -78 celsius, time 30 minute. The product is COC(=O)C=1CN(CCC1C=1C=NC(=CC1)N1C[C@H](CC1)OC1=C(C=C(C=C1Cl)C)Cl)C(=O)OC(C)(C)C ((S)-6-[3-(2,6-Dichloro-4-methyl-phenoxy)-pyrrolidin-1-yl]-5′,6′-dihydro-2′H-[3,4′]bipyridinyl-1′,3′-dicarboxylic Acid 1′-tert-butyl Ester 3′-methyl Ester). Yield: 57.3%. As a reaction SMILES: Br[C:2]1[CH:3]=[CH:4][C:5]([N:8]2[CH2:12][CH2:11][C@H:10]([O:13][C:14]3[C:19]([Cl:20])=[CH:18][C:17]([CH3:21])=[CH:16][C:15]=3[Cl:22])[CH2:9]2)=[N:6][CH:7]=1.[Li]CCCC.[CH3:28][O:29][C:30]([C:32]1[CH2:33][N:34]([C:46]([O:48][C:49]([CH3:52])([CH3:51])[CH3:50])=[O:47])[CH2:35][CH2:36][C:37]=1OS(C(F)(F)F)(=O)=O)=[O:31].[NH4+].[Cl-]>C1COCC1.[Cl-].[Cl-].[Zn+2].C1C=CC([P]([Pd]([P](C2C=CC=CC=2)(C2C=CC=CC=2)C2C=CC=CC=2)([P](C2C=CC=CC=2)(C2C=CC=CC=2)C2C=CC=CC=2)[P](C2C=CC=CC=2)(C2C=CC=CC=2)C2C=CC=CC=2)(C2C=CC=CC=2)C2C=CC=CC=2)=CC=1>[CH3:28][O:29][C:30]([C:32]1[CH2:33][N:34]([C:46]([O:48][C:49]([CH3:52])([CH3:51])[CH3:50])=[O:47])[CH2:35][CH2:36][C:37]=1[C:2]1[CH:7]=[N:6][C:5]([N:8]2[CH2:12][CH2:11][C@H:10]([O:13][C:14]3[C:19]([Cl:20])=[CH:18][C:17]([CH3:21])=[CH:16][C:15]=3[Cl:22])[CH2:9]2)=[CH:4][CH:3]=1)=[O:31] |f:3.4,6.7.8,^1:66,68,87,106|. Procedure details: A sol. of (S)-5-bromo-2-[3-(2,6-dichloro-4-methyl-phenoxy)-pyrrolidin-1-yl]-pyridine (8.52 g, 21.2 mmol) in THF (212 mL) at −78° C. was treated with BuLi (1.6M in hexane, 22.1 mL, 35.3 mmol). The mixture was stirred −78° C. for 30 min, and ZnCl2 (1.03M in THF, 41.1 mL, 42.4 mmol) was added. The mixture was allowed to warm up to rt. A sol. of 4-trifluoromethanesulfonyloxy-5,6-dihydro-2H-pyridine-1,3-dicarboxylic acid 1-tert-butyl ester 3-methyl ester (WO 2004/002957; 9.17 g, 23.5 mmol) in THF (5 ... The reactants are CC(C)C[AlH]CC(C)C (DIBAL-H), C(C1=CC=CC=C1)O[C@@]1(CC[C@@]2([C@H](CCCC=3C2=CC=2C=NN(C2C3)C3=CC=C(C=C3)F)C1)C#N)C(F)(F)F ((3R,4aR,12bS)-3-(benzyloxy)-9-(4-fluorophenyl)-3-(trifluoromethyl)-1,2,3,4,4a,5,6,7,9,12b-decahydrobenzo[6,7]cyclohepta[1,2-f]indazole-12b-carbonitrile), C1CCOC1 (THF), [BH4-].[Na+] (NaBH4). Conditions: temperature 0 celsius, time 2 hour. Product: FC1=CC=C(C=C1)N1N=CC=2C=C3C(=CC12)CCC[C@H]1[C@]3(CC[C@](C1)(O)C(F)(F)F)CO ((3R,4aR,12bS)-9-(4-fluorophenyl)-12b-(hydroxymethyl)-3-(trifluoromethyl)-1,2,3,4,4a,5,6,7,9,12b-decahydrobenzo[6,7]cyclohepta[1,2-f]indazol-3-ol). RXN SMILES: C([O:8][C@@:9]1([C:36]([F:39])([F:38])[F:37])[CH2:33][C@H:13]2[CH2:14][CH2:15][CH2:16][C:17]3[C:18](=[CH:19][C:20]4[CH:21]=[N:22][N:23]([C:26]5[CH:31]=[CH:30][C:29]([F:32])=[CH:28][CH:27]=5)[C:24]=4[CH:25]=3)[C@:12]2([C:34]#N)[CH2:11][CH2:10]1)C1C=CC=CC=1.CC(C[AlH]CC(C)C)C.[BH4-].[Na+].C1C[O:54]CC1>>[F:32][C:29]1[CH:28]=[CH:27][C:26]([N:23]2[C:24]3[CH:25]=[C:17]4[CH2:16][CH2:15][CH2:14][C@@H:13]5[CH2:33][C@:9]([C:36]([F:37])([F:38])[F:39])([OH:8])[CH2:10][CH2:11][C@@:12]5([CH2:34][OH:54])[C:18]4=[CH:19][C:20]=3[CH:21]=[N:22]2)=[CH:31][CH:30]=1 |f:2.3|. Procedure details: A solution of (3R,4aR,12bS)-3-(benzyloxy)-9-(4-fluorophenyl)-3-(trifluoromethyl)-1,2,3,4,4a,5,6,7,9,12b-decahydrobenzo[6,7]cyclohepta[1,2-f]indazole-12b-carbonitrile (33, R1=4-Fluorophenyl, R3=Trifluoromethyl) (79 mg, 0.158 mmol) was dissolved in THF (2 mL) and cooled to about 0° C. under nitrogen. The mixture was treated dropwise with DIBAL-H (1M in cyclohexane, 0.90 mL, 0.90 mmol). The reaction was stirred at about 0° C. for about 2 h, then quenched by addition of 6% acetic acid in sat. aq. so... Reactants: CO, [Na+], [OH-], COC(=O)COc1cccc(CCc2nc(-c3ccccc3)c(-c3ccccc3)[nH]2)c1. The product is O=C(O)COc1cccc(CCc2nc(-c3ccccc3)c(-c3ccccc3)[nH]2)c1. Reaction SMILES: [CH3:34][OH:35].[Na+:33].[OH-:32].[c:1]1(-[c:7]2[n:8][c:9]([CH2:18][CH2:19][c:20]3[cH:21][c:22]([O:23][CH2:24][C:25](=[O:26])[O:27][CH3:28])[cH:29][cH:30][cH:31]3)[nH:10][c:11]2-[c:12]2[cH:13][cH:14][cH:15][cH:16][cH:17]2)[cH:2][cH:3][cH:4][cH:5][cH:6]1>>[c:1]1(-[c:7]2[n:8][c:9]([CH2:18][CH2:19][c:20]3[cH:21][c:22]([O:23][CH2:24][C:25](=[O:26])[OH:27])[cH:29][cH:30][cH:31]3)[nH:10][c:11]2-[c:12]2[cH:13][cH:14][cH:15][cH:16][cH:17]2)[cH:2][cH:3][cH:4][cH:5][cH:6]1. Reaction SMILES: [CH2:18]1[O:19][CH2:20][CH2:21][CH2:22]1.[Cl:10][c:11]1[n:12][cH:13][cH:14][cH:15][c:16]1[Cl:17].[H-:9].[Na+:8].[O:1]1[CH2:2][CH2:3][CH:4]([OH:7])[CH2:5][CH2:6]1>>[O:1]1[CH2:2][CH2:3][CH:4]([O:7][c:11]2[n:12][cH:13][cH:14][cH:15][c:16]2[Cl:17])[CH2:5][CH2:6]1. The product is Clc1cccnc1OC1CCOCC1. The reactants are C1CCOC1, Clc1cccnc1Cl, [H-], [Na+], OC1CCOCC1.